From a dataset of the Open Reaction Database (ORD), a public repository of structured organic reaction records. describe an organic reaction: reactants, conditions, products, and yield Reaction SMILES: [CH3:12][c:13]1[c:14]([C:15](=[O:16])[OH:17])[c:18]([C:26]([F:27])([F:28])[F:29])[cH:19][c:20]([C:22]([F:23])([F:24])[F:25])[cH:21]1.[N:1]1([CH:6]2[CH:7]([NH2:11])[CH2:8][CH2:9][CH2:10]2)[CH2:2][CH2:3][CH2:4][CH2:5]1>>[N:1]1([CH:6]2[CH:7]([NH:11][C:15]([c:14]3[c:13]([CH3:12])[cH:21][c:20]([C:22]([F:23])([F:24])[F:25])[cH:19][c:18]3[C:26]([F:27])([F:28])[F:29])=[O:16])[CH2:8][CH2:9][CH2:10]2)[CH2:2][CH2:3][CH2:4][CH2:5]1. Product: Cc1cc(C(F)(F)F)cc(C(F)(F)F)c1C(=O)NC1CCCC1N1CCCC1. Reactants: Cc1cc(C(F)(F)F)cc(C(F)(F)F)c1C(=O)O, NC1CCCC1N1CCCC1. Starting materials: [O-]CC.[Na+] (sodium ethoxide), thiolate, C(CS)(=O)O (thioglycolic acid), CS(=O)(=O)OCC(C)NC(=O)OCC1=CC=CC=C1 (2-(benzyloxycarbonylamino)propyl methanesulfonate). Solvent: C(C)O (ethanol), C(C)O (ethanol). Reaction conditions: time 30 minute. The product is C(C1=CC=CC=C1)OC(=O)NC(CCC(=S)O)C (2-(benzyloxycarbonylamino)propylthioacetic acid). Yield: 107.5%. RXN SMILES: CS(O[CH2:6][CH:7]([NH:9][C:10]([O:12][CH2:13][C:14]1[CH:19]=[CH:18][CH:17]=[CH:16][CH:15]=1)=[O:11])[CH3:8])(=O)=O.C(O)(=O)C[SH:22].[O-:25][CH2:26][CH3:27].[Na+]>C(O)C>[CH2:13]([O:12][C:10]([NH:9][CH:7]([CH3:8])[CH2:6][CH2:27][C:26]([OH:25])=[S:22])=[O:11])[C:14]1[CH:15]=[CH:16][CH:17]=[CH:18][CH:19]=1 |f:2.3|. Procedure: In ethanol (120 ml) was dissolved 34.9 g (120 mmol) of 2-(benzyloxycarbonylamino)propyl methanesulfonate, followed by adding dropwise thereto a thiolate separately prepared from 14.42 g (120 mmol) of thioglycolic acid and a solution of sodium ethoxide (120 mmol) in ethanol. The reaction was carried out at room temperature for 30 minutes and then at 50° C. for 2 hours, after which the solvent was distilled off and water was added to the residue, followed by three runs of extraction with ethyl ace... The reactants are CO, CCOC(=O)c1oc2c(C(=O)c3cccs3)ccc(OC)c2c1C, [K+], [OH-], O. Yields the product COc1ccc(C(=O)c2cccs2)c2oc(C(=O)O)c(C)c12. As a reaction SMILES: [CH3:27][OH:28].[CH3:3][c:4]1[c:5]([C:22](=[O:23])[O:24][CH2:25][CH3:26])[o:6][c:7]2[c:8]1[c:9]([O:20][CH3:21])[cH:10][cH:11][c:12]2[C:13](=[O:14])[c:15]1[s:16][cH:17][cH:18][cH:19]1.[K+:2].[OH-:1].[OH2:29]>>[CH3:3][c:4]1[c:5]([C:22](=[O:23])[OH:24])[o:6][c:7]2[c:8]1[c:9]([O:20][CH3:21])[cH:10][cH:11][c:12]2[C:13](=[O:14])[c:15]1[s:16][cH:17][cH:18][cH:19]1. Reactants: O=C([O-])[O-], O=C(Nc1ccc(CCOCOCc2ccccc2)cc1)C(F)(F)F, CO, [K+], [K+], O. Yields the product Nc1ccc(CCOCOCc2ccccc2)cc1. RXN SMILES: [C:27](=[O:28])([O-:29])[O-:30].[CH2:1]([c:2]1[cH:3][cH:4][cH:5][cH:6][cH:7]1)[O:8][CH2:9][O:10][CH2:11][CH2:12][c:13]1[cH:14][cH:15][c:16]([NH:17][C:18](=[O:19])[C:20]([F:21])([F:22])[F:23])[cH:24][cH:25]1.[CH3:33][OH:34].[K+:31].[K+:32].[OH2:26]>>[CH2:1]([c:2]1[cH:3][cH:4][cH:5][cH:6][cH:7]1)[O:8][CH2:9][O:10][CH2:11][CH2:12][c:13]1[cH:14][cH:15][c:16]([NH2:17])[cH:24][cH:25]1. The reactants are CCOC(OCC)P([O-])OCC, CN([SiH](C)C)[Si](C)(C)C. Product: CCOC(OCC)P(OCC)O[Si](C)(C)C. Reaction SMILES: [CH2:1]([CH3:2])[O:3][CH:4]([O:5][CH2:6][CH3:7])[P:8]([O:9][CH2:10][CH3:11])[O-:12].[CH3:13][SiH:14]([CH3:15])[N:20]([Si:16]([CH3:17])([CH3:18])[CH3:19])[CH3:21]>>[CH2:1]([CH3:2])[O:3][CH:4]([O:5][CH2:6][CH3:7])[P:8]([O:9][CH2:10][CH3:11])[O:12][Si:16]([CH3:17])([CH3:18])[CH3:19]. Reactants: COC(CN(C(C(F)(F)F)=O)CC(C1=C(C=CC(=C1)Cl)[N+](=O)[O-])C1=C(C=CC=C1)Cl)=O (N-[2-(2-chlorophenyl)-2-(2-nitro-5-chlorophenyl)ethyl]-N-(trifluoroacetyl)glycine methyl ester). The reagents and catalysts are [Pd] (Pd/C). The solvent is C(C)OC(C)=O (acetic acid ethyl ester). The product is COC(CN(C(C(F)(F)F)=O)CC(C1=C(C=CC=C1)Cl)C1=C(C=CC(=C1)Cl)N)=O (N-[2-(2-Amino-5-chlorophenyl)-2-(2-chlorophenyl)ethyl]-N-(trifluoroacetyl)glycine methyl ester). The yield is 41.6%. RXN SMILES: [CH3:1][O:2][C:3](=[O:31])[CH2:4][N:5]([CH2:12][CH:13]([C:24]1[CH:29]=[CH:28][CH:27]=[CH:26][C:25]=1[Cl:30])[C:14]1[CH:19]=[C:18]([Cl:20])[CH:17]=[CH:16][C:15]=1[N+:21]([O-])=O)[C:6](=[O:11])[C:7]([F:10])([F:9])[F:8]>C(OC(=O)C)C.[Pd]>[CH3:1][O:2][C:3](=[O:31])[CH2:4][N:5]([CH2:12][CH:13]([C:14]1[CH:19]=[C:18]([Cl:20])[CH:17]=[CH:16][C:15]=1[NH2:21])[C:24]1[CH:29]=[CH:28][CH:27]=[CH:26][C:25]=1[Cl:30])[C:6](=[O:11])[C:7]([F:10])([F:9])[F:8]. Procedure: To a solution of N-[2-(2-chlorophenyl)-2-(2-nitro-5-chlorophenyl)ethyl]-N-(trifluoroacetyl)glycine methyl ester (1 g) in acetic acid ethyl ester (20 ml) was added 10% Pd/C catalyst (100 mg). The mixture was subjected to catalytic reduction at ambient temperature under atmospheric pressure. After the reaction, the catalyst was removed and the solvent was distilled off. The residue was purified by means of a silica-gel column chromatography (hexane:acetic acid ethyl ester=4:1 v/v as an eluent) to ... Reaction conditions: time 16 hour. Starting materials: CC1=C(NC(C=N1)=O)C(=O)OC (Methyl 3-methyl-6-oxo-1,6-dihydropyrazine-2-carboxylate), BrN1C(CCC1=O)=O (N-bromosuccinimide). The product is BrC1=NC(=C(NC1=O)C(=O)OC)C (methyl 5-bromo-3-methyl-6-oxo-1,6-dihydropyrazine-2-carboxylate). Run in ClCCl (dichloromethane). Procedure: Methyl 3-methyl-6-oxo-1,6-dihydropyrazine-2-carboxylate (2.0 g, 11.89 mmol) was dissolved in dichloromethane (30 mL) and N-bromosuccinimide (2.12 g, 11.89 mmol) was added. The reaction was allowed to stir at room temperature for 16 h. On completion, the reaction mixture was washed with water and brine, dried over anhydrous sodium sulfate, filtered and concentrated. The solid was washed with ether to afford methyl 5-bromo-3-methyl-6-oxo-1,6-dihydropyrazine-2-carboxylate (2) as light brown solid. ... As a reaction SMILES: [CH3:1][C:2]1[N:7]=[CH:6][C:5](=[O:8])[NH:4][C:3]=1[C:9]([O:11][CH3:12])=[O:10].[Br:13]N1C(=O)CCC1=O>ClCCl>[Br:13][C:6]1[C:5](=[O:8])[NH:4][C:3]([C:9]([O:11][CH3:12])=[O:10])=[C:2]([CH3:1])[N:7]=1.